From a dataset of the Open Reaction Database (ORD), a public repository of structured organic reaction records. describe an organic reaction: reactants, conditions, products, and yield The reactants are CNC(=N)N(C)C, COC(=O)P(=O)(OC)OC, C1CCOC1. Yields the product CNC(=NC(=O)P(=O)(OC)OC)N(C)C. RXN SMILES: [CH3:11][N:12]([C:13](=[NH:14])[NH:15][CH3:16])[CH3:17].[CH3:1][O:2][C:3](=[O:4])[P:5]([O:6][CH3:7])([O:8][CH3:9])=[O:10].[O:18]1[CH2:19][CH2:20][CH2:21][CH2:22]1>>[O:2]=[C:3]([P:5]([O:6][CH3:7])([O:8][CH3:9])=[O:10])[N:14]=[C:13]([N:12]([CH3:11])[CH3:17])[NH:15][CH3:16]. The reactants are O=CCc1cnc2cc(Br)cnc2c1, C1CCNC1, C1CCOC1, CC(=O)O, ClCCl. Product: Brc1cnc2cc(CCN3CCCC3)cnc2c1. RXN SMILES: [Br:1][c:2]1[cH:3][n:4][c:5]2[cH:6][c:7]([CH2:12][CH:13]=[O:14])[cH:8][n:9][c:10]2[cH:11]1.[CH2:19]1[CH2:20][CH2:21][NH:22][CH2:23]1.[CH2:24]1[O:25][CH2:26][CH2:27][CH2:28]1.[CH3:15][C:16](=[O:17])[OH:18].[Cl:29][CH2:30][Cl:31]>>[Br:1][c:2]1[cH:3][n:4][c:5]2[cH:6][c:7]([CH2:12][CH2:13][N:22]3[CH2:21][CH2:20][CH2:19][CH2:23]3)[cH:8][n:9][c:10]2[cH:11]1.